From a dataset of the Open Reaction Database (ORD), a public repository of structured organic reaction records. describe an organic reaction: reactants, conditions, products, and yield Reactants: C (Norit), ClC1=CC=C(C=C1)C(N1CCNCC1)C1=CC=CC=C1 ((+)-1-[(4-chlorophenyl)phenylmethyl]piperazine), ClCCOCC(=O)N (2-(2-chloroethoxy)acetamide), C([O-])([O-])=O.[Na+].[Na+] (sodium carbonate), [I-].[K+] (potassium iodide). The solvent is C1(=CC=CC=C1)C (toluene), CC=1C=CC(=CC1)C (p-xylene). Product: ClC1=CC=C(C=C1)C(N1CCN(CC1)CCOCC(=O)N)C1=CC=CC=C1 ((+)-2-[2-[4-[(4-chlorophenyl)phenylmethyl]-1-piperazinyl]ethoxy]acetamide). Reaction SMILES: [Cl:1][C:2]1[CH:7]=[CH:6][C:5]([CH:8]([C:15]2[CH:20]=[CH:19][CH:18]=[CH:17][CH:16]=2)[N:9]2[CH2:14][CH2:13][NH:12][CH2:11][CH2:10]2)=[CH:4][CH:3]=1.Cl[CH2:22][CH2:23][O:24][CH2:25][C:26]([NH2:28])=[O:27].C(=O)([O-])[O-].[Na+].[Na+].[I-].[K+].C>C1(C)C=CC=CC=1.CC1C=CC(C)=CC=1>[Cl:1][C:2]1[CH:3]=[CH:4][C:5]([CH:8]([C:15]2[CH:16]=[CH:17][CH:18]=[CH:19][CH:20]=2)[N:9]2[CH2:10][CH2:11][N:12]([CH2:22][CH2:23][O:24][CH2:25][C:26]([NH2:28])=[O:27])[CH2:13][CH2:14]2)=[CH:6][CH:7]=1 |f:2.3.4,5.6|. Procedure: 15 g (0.0523 mole) of dextrorotatory (+)-1-[(4-chlorophenyl)phenylmethyl]piperazine (prepared in Example 4.2), 8.3 g (0.0601 mole) of 2-(2-chloroethoxy)acetamide, 12.8 g (0.1203 mole) of sodium carbonate and 0.5 g (0.0030 mole) of potassium iodide are added to a mixture of 100 ml of p-xylene and 150 ml of toluene. The mixture is heated at reflux temperature for 17 hours. A small amount of Norit is added and the mixture is filtered while hot through Dicalite. The residue on the filter is washed w... The reactants are CCOC(=O)c1cc(N)cc(C2=C(c3cc(C(F)(F)F)ccc3OCc3ccccc3)CCC2)c1, CN(C)c1ccncc1, C, ClCCl, O, O=S(=O)(Cl)Cl, c1ccncc1. Product: CCOC(=O)c1cc(NS(C)(=O)=O)cc(C2=C(c3cc(C(F)(F)F)ccc3OCc3ccccc3)CCC2)c1. Reaction SMILES: [CH2:1]([CH3:2])[O:3][C:4]([c:5]1[cH:6][c:7]([NH2:34])[cH:8][c:9]([C:11]2=[C:12]([c:16]3[c:17]([O:26][CH2:27][c:28]4[cH:29][cH:30][cH:31][cH:32][cH:33]4)[cH:18][cH:19][c:20]([C:22]([F:23])([F:24])[F:25])[cH:21]3)[CH2:13][CH2:14][CH2:15]2)[cH:10]1)=[O:35].[CH3:49][N:50]([c:51]1[cH:52][cH:53][n:54][cH:55][cH:56]1)[CH3:57].[CH4:47].[Cl:58][CH2:59][Cl:60].[OH2:48].[S:42](=[O:43])(=[O:44])([Cl:45])[Cl:46].[cH:36]1[cH:37][cH:38][n:39][cH:40][cH:41]1>>[CH2:1]([CH3:2])[O:3][C:4]([c:5]1[cH:6][c:7]([NH:34][S:42](=[O:43])(=[O:44])[CH3:47])[cH:8][c:9]([C:11]2=[C:12]([c:16]3[c:17]([O:26][CH2:27][c:28]4[cH:29][cH:30][cH:31][cH:32][cH:33]4)[cH:18][cH:19][c:20]([C:22]([F:23])([F:24])[F:25])[cH:21]3)[CH2:13][CH2:14][CH2:15]2)[cH:10]1)=[O:35].